Dataset: the Open Reaction Database (ORD), a public repository of structured organic reaction records. Task: describe an organic reaction: reactants, conditions, products, and yield The reactants are CCCCCCCCc1ccc(N)cc1, CCOC(C)=O, ClC(Cl)Cl, O=C(Cl)Oc1ccccc1, O, c1ccncc1. The product is CCCCCCCCc1ccc(NC(=O)Oc2ccccc2)cc1. As a reaction SMILES: [CH2:1]([CH2:2][CH2:3][CH2:4][CH2:5][CH2:6][CH2:7][CH3:8])[c:9]1[cH:10][cH:11][c:12]([NH2:13])[cH:14][cH:15]1.[CH3:27][CH2:28][O:29][C:30](=[O:31])[CH3:32].[CH:39]([Cl:40])([Cl:41])[Cl:42].[Cl:16][C:17](=[O:18])[O:19][c:20]1[cH:21][cH:22][cH:23][cH:24][cH:25]1.[OH2:26].[cH:33]1[cH:34][cH:35][n:36][cH:37][cH:38]1>>[CH2:1]([CH2:2][CH2:3][CH2:4][CH2:5][CH2:6][CH2:7][CH3:8])[c:9]1[cH:10][cH:11][c:12]([NH:13][C:17](=[O:18])[O:19][c:20]2[cH:21][cH:22][cH:23][cH:24][cH:25]2)[cH:14][cH:15]1. Starting materials: [Na] (sodium), ClC=1C(=NSN1)C=1C=NC=CC1 (3-(4-chloro-1,2,5-thiadiazol-3-yl)pyridine), C(C)O (ethanol). Reaction conditions: temperature 40 celsius, time 10 hour. Product: C(C)OC=1C(=NSN1)C=1C=NC=CC1 (3-(4-ethoxy-1,2,5-thiadiazol-3-yl)pyridine). Yield: 76.0%. Reaction SMILES: [Na].Cl[C:3]1[C:4]([C:8]2[CH:9]=[N:10][CH:11]=[CH:12][CH:13]=2)=[N:5][S:6][N:7]=1.[CH2:14]([OH:16])[CH3:15]>>[CH2:14]([O:16][C:3]1[C:4]([C:8]2[CH:9]=[N:10][CH:11]=[CH:12][CH:13]=2)=[N:5][S:6][N:7]=1)[CH3:15] |^1:0|. Procedure details: To a solution of sodium (440 mg, 17 mmol) in ethanol (10 ml) was added 3-(4-chloro-1,2,5-thiadiazol-3-yl)pyridine (540 mg, 3.3 mmol). The mixture was stirred at 40° C. for 10 h and evaporated. The residue was dissolved in water and extracted with methylene chloride. The combined organic phases were dried and evaporated to yield 520 mg (76%) of the title compound. Reactants: Cl.Cl.C1N(CCC2=CC=NC=C12)C1=CC=C(N)C=C1 (4-(3,4-dihydro-2,7-naphthyridin-2(1H)-yl)aniline dihydrochloride), C1(=CC=C(C=C1)N=C=O)C (para-tolyl isocyanate). Yields the product C1N(CCC2=CC=NC=C12)C1=CC=C(C=C1)NC(=O)NC1=CC=C(C=C1)C (1-[4-(3,4-dihydro-2,7-naphthyridin-2(1H)-yl)phenyl]-3-(4-methylphenyl)urea). Yield: 71.1%. As a reaction SMILES: Cl.Cl.[CH2:3]1[C:12]2[C:7](=[CH:8][CH:9]=[N:10][CH:11]=2)[CH2:6][CH2:5][N:4]1[C:13]1[CH:19]=[CH:18][C:16]([NH2:17])=[CH:15][CH:14]=1.[C:20]1([CH3:29])[CH:25]=[CH:24][C:23]([N:26]=[C:27]=[O:28])=[CH:22][CH:21]=1>>[CH2:3]1[C:12]2[C:7](=[CH:8][CH:9]=[N:10][CH:11]=2)[CH2:6][CH2:5][N:4]1[C:13]1[CH:19]=[CH:18][C:16]([NH:17][C:27]([NH:26][C:23]2[CH:24]=[CH:25][C:20]([CH3:29])=[CH:21][CH:22]=2)=[O:28])=[CH:15][CH:14]=1 |f:0.1.2|. Procedure details: In a manner similar to that described in Example 163, 4-(3,4-dihydro-2,7-naphthyridin-2(1H)-yl)aniline dihydrochloride (75.0 mg, 0.251 mmol) and para-tolyl isocyanate (0.047 mL, 0.377 mmol) were reacted to give the title compound as a white solid (64 mg, 71%). 1H NMR (DMSO-d6) δ: 8.42 (s, 2H), 8.34 (s, 1H), 8.31 (d, J=5.0 Hz, 1H), 7.29-7.34 (m, 4H), 7.17 (d, J=5.3 Hz, 1H), 7.06 (d, J=8.5 Hz, 2H), 6.95-7.02 (m, 2H), 4.33 (s, 2H), 3.47 (t, J=5.9 Hz, 2H), 2.91 (t, J=5.9 Hz, 2H), 2.23 (s, 3H). The reactants are C(CCC)(OC)(OC)OC (trimethyl orthobutyrate), C(C1=CC=CC=C1)OCCNC1=C(C(=NC(=C1C)C)OC1=CC=CC=C1)N (N4-[2-(benzyloxy)ethyl]-5,6-dimethyl-2-phenoxypyridine-3,4-diamine), CCCCCC.C(C)(=O)OCC (hexane ethyl acetate). Reagents/catalysts: Cl.N1=CC=CC=C1 (Pyridine hydrochloride). The solvent is C1(=CC=CC=C1)C (toluene). Product: C(C1=CC=CC=C1)OCCN1C(=NC=2C(=NC(=C(C21)C)C)OC2=CC=CC=C2)CCC (1-[2-(benzyloxy)ethyl]-6,7-dimethyl-4-phenoxy-2-propyl-1H-imidazo[4,5-c]pyridine). The yield is 83.5%. Reaction SMILES: [C:1](OC)(OC)(OC)[CH2:2][CH2:3][CH3:4].[CH2:11]([O:18][CH2:19][CH2:20][NH:21][C:22]1[C:27]([CH3:28])=[C:26]([CH3:29])[N:25]=[C:24]([O:30][C:31]2[CH:36]=[CH:35][CH:34]=[CH:33][CH:32]=2)[C:23]=1[NH2:37])[C:12]1[CH:17]=[CH:16][CH:15]=[CH:14][CH:13]=1.CCCCCC.C(OCC)(=O)C>C1(C)C=CC=CC=1.Cl.N1C=CC=CC=1>[CH2:11]([O:18][CH2:19][CH2:20][N:21]1[C:22]2[C:27]([CH3:28])=[C:26]([CH3:29])[N:25]=[C:24]([O:30][C:31]3[CH:32]=[CH:33][CH:34]=[CH:35][CH:36]=3)[C:23]=2[N:37]=[C:1]1[CH2:2][CH2:3][CH3:4])[C:12]1[CH:17]=[CH:16][CH:15]=[CH:14][CH:13]=1 |f:2.3,5.6|. Procedure details: Pyridine hydrochloride (0.04 g, 0.380 mmol), and trimethyl orthobutyrate (4.6 mL, 28.48 mmol) were added to a stirred solution of N4-[2-(benzyloxy)ethyl]-5,6-dimethyl-2-phenoxypyridine-3,4-diamine (6.9 g, 18.984 mmol) prepared as in Part E of Example 4 in toluene (65 mL). After the resulting solution was heated to reflux for 2 hours, the reaction was complete as determined by TLC (using 1/1 hexane/ethyl acetate), HPLC, and LC/MS. The reaction solution was then concentrated under reduced pressure... The reactants are FC=1C=CC=C2C=3C(C(CCC3NC12)CC=1N=CNC1C)=O (8-Fluoro-1,2,3,9-tetrahydro-3-[(5-methyl-1H-imidazol-4-yl)methyl]-4H -carbazol-4-one), C(\C=C/C(=O)O)(=O)O (Maleic acid). The solvent is C(C)O (ethanol), C(C)O (ethanol). Product: C(\C=C/C(=O)O)(=O)O.FC=1C=CC=C2C=3C(C(CCC3NC12)CC=1N=CNC1C)=O (8-Fluoro-1,2,3,9-tetrahydro-3-[(5-methyl-1H-imidazol-4-yl)methyl]-4H -carbazol-4-one maleate). Yield: 76.5%. As a reaction SMILES: [F:1][C:2]1[CH:3]=[CH:4][CH:5]=[C:6]2[C:14]=1[NH:13][C:12]1[CH2:11][CH2:10][CH:9]([CH2:15][C:16]3[N:17]=[CH:18][NH:19][C:20]=3[CH3:21])[C:8](=[O:22])[C:7]2=1.[C:23]([OH:30])(=[O:29])/[CH:24]=[CH:25]\[C:26]([OH:28])=[O:27]>C(O)C>[C:23]([OH:30])(=[O:29])/[CH:24]=[CH:25]\[C:26]([OH:28])=[O:27].[F:1][C:2]1[CH:3]=[CH:4][CH:5]=[C:6]2[C:14]=1[NH:13][C:12]1[CH2:11][CH2:10][CH:9]([CH2:15][C:16]3[N:17]=[CH:18][NH:19][C:20]=3[CH3:21])[C:8](=[O:22])[C:7]2=1 |f:3.4|. Reported procedure: 8-Fluoro-1,2,3,9-tetrahydro-3-[(5-methyl-1H-imidazol-4-yl)methyl]-4H -carbazol-4-one (330 mg) was dissolved in dry ethanol (20 ml). Maleic acid (129 mg) in ethanol (10 ml) was added, and the solution was evaporated in vacuo. The residue was triturated with ether and the resultant solid was crystallised from ethanol:ether to give the title compound (351 mg), m.p. 174°-177°. Reactants: O(C1=CC=CC=C1)C=1C=C(CO)C=CC1 (m-phenoxy-benzyl alcohol), ice water, N1=CC=CC=C1 (pyridine), S(=O)(Cl)Cl (thionyl-chloride). The solvent is C(Cl)(Cl)Cl (chloroform), C(Cl)(Cl)Cl (chloroform). The product is O(C1=CC=CC=C1)C=1C=C(CCl)C=CC1 (m-phenoxy-benzyl chloride). The yield is 96.0%. RXN SMILES: [O:1]([C:8]1[CH:9]=[C:10]([CH:13]=[CH:14][CH:15]=1)[CH2:11]O)[C:2]1[CH:7]=[CH:6][CH:5]=[CH:4][CH:3]=1.N1C=CC=CC=1.S(Cl)([Cl:24])=O>C(Cl)(Cl)Cl>[O:1]([C:8]1[CH:9]=[C:10]([CH:13]=[CH:14][CH:15]=1)[CH2:11][Cl:24])[C:2]1[CH:7]=[CH:6][CH:5]=[CH:4][CH:3]=1. Procedure details: To a solution of 200 g. of m-phenoxy-benzyl alcohol in 1 liter of dry chloroform 2 ml. of pyridine are added and a solution of 142.8 g. thionyl-chloride in 150 ml. of chloroform is added dropwise under cooling with ice water. When the addition is completed the cooling is terminated and the solution is allowed to warm up to room temperature under stirring and the temperature is maintained under stirring until the vigorous gas evolution ceases. The mixture is then boiled under stirring until the g...